From a dataset of the Open Reaction Database (ORD), a public repository of structured organic reaction records. describe an organic reaction: reactants, conditions, products, and yield The reactants are C(C)(=O)OC=1C=C(C=CC1C(=O)O)N1C(CCC1=O)=O (1-(3-acetoxy-4-carboxyphenyl)-pyrroline-2,5-dione), C1(CCCCC1)S (cyclohexane-thiol). Reagents/catalysts: C(C)N(CC)CC (triethylamine). The solvent is O1CCOCC1 (dioxane). Run at time 4 hour. The product is C(C)(=O)OC=1C=C(C=CC1C(=O)O)N1C(C(CC1=O)SC1CCCCC1)=O (1-(3-acetoxy-4-carboxy-phenyl)-3-cyclohexylthio-pyrrolidine-2,5-dione). Reaction SMILES: [C:1]([O:4][C:5]1[CH:6]=[C:7]([N:14]2[C:18](=[O:19])[CH2:17][CH2:16][C:15]2=[O:20])[CH:8]=[CH:9][C:10]=1[C:11]([OH:13])=[O:12])(=[O:3])[CH3:2].[CH:21]1([SH:27])[CH2:26][CH2:25][CH2:24][CH2:23][CH2:22]1>C(N(CC)CC)C.O1CCOCC1>[C:1]([O:4][C:5]1[CH:6]=[C:7]([N:14]2[C:18](=[O:19])[CH2:17][CH:16]([S:27][CH:21]3[CH2:26][CH2:25][CH2:24][CH2:23][CH2:22]3)[C:15]2=[O:20])[CH:8]=[CH:9][C:10]=1[C:11]([OH:13])=[O:12])(=[O:3])[CH3:2]. Procedure details: 8.24 g. (0.03 mole) of 1-(3-acetoxy-4-carboxyphenyl)-pyrroline-2,5-dione are dissolved in 80 ml. of dioxane and 3.6 ml. (0.03 mole) of cyclohexane-thiol are added. Two drops of triethylamine catalyst are then added dropwise to the reaction mixture and the mixture is kept at 80°-90° C. for 4 hours. The solvent is distilled off in vacuo. As a residue an oily 1-(3-acetoxy-4-carboxy-phenyl)-3-cyclohexylthio-pyrrolidine-2,5-dione is obtained. The product is dissolved in a mixture of 30 ml. of glacial... Starting materials: Oc1ccc(F)cc1, N#Cc1ccc(N(CCO)CC(F)(F)F)cc1C(F)(F)F. The product is N#Cc1ccc(N(CCOc2ccc(F)cc2)CC(F)(F)F)cc1C(F)(F)F. Reaction SMILES: [F:22][c:23]1[cH:24][cH:25][c:26]([OH:29])[cH:27][cH:28]1.[OH:1][CH2:2][CH2:3][N:4]([c:5]1[cH:6][c:7]([C:13]([F:14])([F:15])[F:16])[c:8]([C:9]#[N:10])[cH:11][cH:12]1)[CH2:17][C:18]([F:19])([F:20])[F:21]>>[O:1]([CH2:2][CH2:3][N:4]([c:5]1[cH:6][c:7]([C:13]([F:14])([F:15])[F:16])[c:8]([C:9]#[N:10])[cH:11][cH:12]1)[CH2:17][C:18]([F:19])([F:20])[F:21])[c:26]1[cH:25][cH:24][c:23]([F:22])[cH:28][cH:27]1. Starting materials: CCO, [Na+], [OH-], O, CCOC(=O)c1ccc(-c2ccccn2)o1. The product is O=C(O)c1ccc(-c2ccccn2)o1. Reaction SMILES: [CH3:19][CH2:20][OH:21].[Na+:18].[OH-:17].[OH2:22].[n:1]1[c:2](-[c:7]2[cH:8][cH:9][c:10]([C:12](=[O:13])[O:14][CH2:15][CH3:16])[o:11]2)[cH:3][cH:4][cH:5][cH:6]1>>[n:1]1[c:2](-[c:7]2[cH:8][cH:9][c:10]([C:12](=[O:13])[OH:14])[o:11]2)[cH:3][cH:4][cH:5][cH:6]1. Starting materials: FC1=C(C#N)C=C(C=C1)C=O (2-fluoro-5-formylbenzonitrile), NOS(=O)(=O)O (hydroxylamine-O-sulphonic acid). Solvent: O (water). Reaction conditions: temperature 50 celsius. Product: FC1=C(C=C(C#N)C=C1)C#N (4-Fluoroisophthalonitrile). Isolated yield 86.8%. RXN SMILES: [F:1][C:2]1[CH:9]=[CH:8][C:7]([CH:10]=O)=[CH:6][C:3]=1[C:4]#[N:5].[NH2:12]OS(O)(=O)=O>O>[F:1][C:2]1[CH:9]=[CH:8][C:7]([C:10]#[N:12])=[CH:6][C:3]=1[C:4]#[N:5]. Procedure: To a solution of 2-fluoro-5-formylbenzonitrile (5.1 g, 33.9 mmol) in water (75 ml) was added hydroxylamine-O-sulphonic acid (4.6 g, 40.7 mmol) and the reaction mixture was heated at 50° C. for 5 h. The mixture was filtered and the solid material was washed with water and dried in vacuo for 18 h to give the title compound (4.3 g) The reactants are C1CN(C[C@H]([C@H]1F)OS(=O)(=O)C)C(=O)OCc1ccccc1. Reagents/catalysts: C1COCCOCCOCCOCCOCCO1   (18-Crown-6), c1ccc(cc1)-c2c3ccccc3cc4ccccc24 (9-Phenylanthracene). The solvent is CC(=O)N(C)C (DMAc). Reaction conditions: temperature 100 celsius, time 18 hour. The product is F[C@H]1CCN(C[C@@H]1C#N)C(=O)OCc2ccccc2. As a reaction SMILES: CS(O[C@H:1]1[C@@H:6]([F:7])[CH2:5][CH2:4][N:3]([C:8]([O:10][CH2:11][c:12]2[cH:17][cH:16][cH:15][cH:14][cH:13]2)=[O:9])[CH2:2]1)(=O)=O.[K+].[K+].[K+].[K+].[N:18]#[C:19][Fe-4](C#N)(C#N)(C#N)(C#N)C#N>>[F:7][C@@H:6]1[C@@H:1]([C:19]#[N:18])[CH2:2][N:3]([C:8]([O:10][CH2:11][c:12]2[cH:17][cH:16][cH:15][cH:14][cH:13]2)=[O:9])[CH2:4][CH2:5]1. Reactants: OC(C(C)=O)(C)C1=C(C(=CC=C1F)F)F (3-Hydroxy-3-(2,3,6-trifluorophenyl)butan-2-one), OS(=O)(=O)O (H2SO4). Run at temperature 0 celsius. The product is FC1=C(C(=CC=C1F)F)C(C(C)=O)=C (3-(2,3,6-Trifluorophenyl)but-3-en-2-one). The yield is 97.4%. RXN SMILES: O[C:2]([C:7]1[C:12]([F:13])=[CH:11][CH:10]=[C:9]([F:14])[C:8]=1[F:15])([CH3:6])[C:3](=[O:5])[CH3:4].OS(O)(=O)=O>>[F:15][C:8]1[C:9]([F:14])=[CH:10][CH:11]=[C:12]([F:13])[C:7]=1[C:2](=[CH2:6])[C:3](=[O:5])[CH3:4]. Reported procedure: The hydroxy ketone 30 (7.69 g, 35.2 mmol) and 95% H2SO4 (26.2 mL, 492.8 mmol) were pumped at 2.3 and 9.2 mL/min respectively into the flow reactor. The temperature on mixing was controlled at 22-25° C. by placing the reactor in a water bath (21° C.). The effluent was quenched into a a mixture of cold water (106 g) and heptane/IPAc (1:1, 92 mL) in a jacketed reactor cooled at 0° C.; the internal temperature of the quench solution was ˜7° C. during the reaction. The layers in the quench reactor we... The reactants are N (ammonia), BrC1=CC(=CC(=C1)CC)Br (1,3-dibromo-5-ethylbenzene), [Cu](C#N)C#N (copper cyanide), N1=CC=CC=C1 (pyridine). Solvent: O (H2O), CN(C)C=O (DMF). Run at temperature 150 celsius. Yields the product BrC=1C=C(C#N)C=C(C1)CC (3-Bromo-5-ethylbenzonitrile). RXN SMILES: Br[C:2]1[CH:7]=[C:6]([CH2:8][CH3:9])[CH:5]=[C:4]([Br:10])[CH:3]=1.[Cu](C#N)[C:12]#[N:13].N1C=CC=CC=1.N>CN(C=O)C.O>[Br:10][C:4]1[CH:3]=[C:2]([CH:7]=[C:6]([CH2:8][CH3:9])[CH:5]=1)[C:12]#[N:13]. Procedure: A mixture of 1,3-dibromo-5-ethylbenzene (2.7 g, 10.2 mmol), copper cyanide (0.916 g, 10.2 mmol), pyridine (1.65 mL, 20.5 mmol) in DMF (15 mL) was heated at 150° C. for 3 h. After cooling to r.t., the mixture was poured into a solution of H2O (30 mL) and ammonia (25% aq. Solution, 20 mL) and extracted with EtOAc. The combined organic layer was dried (MgSO4), filtered and concentrated in vacuo. The product was purified using flash chromatography on silica gel, gradient elution of 0-60% EtOAc in n-... Starting materials: CCCC[N+](CCCC)(CCCC)CCCC, ClCCl, [O-]Cl, Cc1ccc(C(O)C(F)(F)F)cc1, [Na+], O, O=S(=O)([O-])O. Yields the product Cc1ccc(C(=O)C(F)(F)F)cc1. RXN SMILES: [CH2:23]([N+:24]([CH2:25][CH2:26][CH2:27][CH3:28])([CH2:29][CH2:30][CH2:31][CH3:32])[CH2:33][CH2:34][CH2:35][CH3:36])[CH2:37][CH2:38][CH3:39].[CH2:40]([Cl:41])[Cl:42].[Cl:14][O-:15].[F:1][C:2]([CH:3]([OH:4])[c:5]1[cH:6][cH:7][c:8]([CH3:11])[cH:9][cH:10]1)([F:12])[F:13].[Na+:16].[OH2:17].[S:18]([O-:19])([OH:20])(=[O:21])=[O:22]>>[F:1][C:2]([C:3](=[O:4])[c:5]1[cH:6][cH:7][c:8]([CH3:11])[cH:9][cH:10]1)([F:12])[F:13].